Dataset: the Open Reaction Database (ORD), a public repository of structured organic reaction records. Task: describe an organic reaction: reactants, conditions, products, and yield The reactants are CN(C)C1=CC=C(C=C1)N=NC2=CC=CC=C2 (DMAB), Cl(=O)(=O)(=O)O (perchloric acid), C(C)(=O)O (acetic acid). Yields the product CN(C)C1=CC=C(C=C1)C=O (Ehrlichs Reagent). Reaction SMILES: [CH3:1][N:2]([C:4]1[CH:9]=[CH:8][C:7](N=NC2C=CC=CC=2)=[CH:6][CH:5]=1)[CH3:3].Cl(O)(=O)(=O)=O.[C:23](O)(=[O:25])C>>[CH3:3][N:2]([C:4]1[CH:5]=[CH:6][C:7]([CH:23]=[O:25])=[CH:8][CH:9]=1)[CH3:1]. Procedure: Ehrlichs Reagent is prepared by mixing 10 g DMAB with 420 ml glacial acetic acid, and 80 ml perchloric acid. The reactants are FC(C1=CC=C(C=N1)C=O)(F)F (6-trifluoromethyl-pyridine-3-carboxaldehyde), C[Mg]Cl (MeMgCl), [Cl-].[NH4+] (ammonium chloride). Run in C1CCOC1 (THF). The product is FC(C1=CC=C(C=N1)C(C)O)(F)F (1-(6-trifluoromethyl-pyridin-3-yl)-ethanol). As a reaction SMILES: [F:1][C:2]([F:12])([F:11])[C:3]1[N:8]=[CH:7][C:6]([CH:9]=[O:10])=[CH:5][CH:4]=1.[CH3:13][Mg]Cl.[Cl-].[NH4+]>C1COCC1>[F:12][C:2]([F:11])([F:1])[C:3]1[N:8]=[CH:7][C:6]([CH:9]([OH:10])[CH3:13])=[CH:5][CH:4]=1 |f:2.3|. Procedure: To a solution of 2.0 g 6-trifluoromethyl-pyridine-3-carboxaldehyde in 20 mL of dry THF under inert atmosphere at −78° C. was added dropwise 6 ml of MeMgCl (3 M in THF). This mixture was allowed to warm up to room temperature slowly. Aqueous ammonium chloride was added to reaction mixture. The whole was extracted with ethyl acetate. The organic phase was washed with brine, dried over sodium sulphate. Purification by flash chromatography (silica, haptane/ethyl acetate) provided 0.85 g of 1-(6-trif...